Dataset: the Open Reaction Database (ORD), a public repository of structured organic reaction records. Task: describe an organic reaction: reactants, conditions, products, and yield Starting materials: C(C=C)(=O)OCC12CC3(CC(CC(C1)C3)C2)O (1-acryloyloxymethyl-3-adamantanol), OC12CC3(C(C(CC(C1)C3)C2)=O)O (1,3-dihydroxyadamantane-4-one). Yields the product C(C=C)(=O)OC12CC3(C(C(CC(C1)C3)C2)=O)O (1-acryloyloxy-3-hydroxyadamantane-4-one). Yield: 87.0%. Reaction SMILES: [C:1](OCC12CC3CC(CC(O)(C3)C1)C2)(=[O:4])[CH:2]=[CH2:3].[OH:18][C:19]12[CH2:28][CH:23]3[CH2:24][CH:25]([CH2:27][C:21]([OH:30])([C:22]3=[O:29])[CH2:20]1)[CH2:26]2>>[C:1]([O:18][C:19]12[CH2:28][CH:23]3[CH2:24][CH:25]([CH2:27][C:21]([OH:30])([C:22]3=[O:29])[CH2:20]1)[CH2:26]2)(=[O:4])[CH:2]=[CH2:3]. Procedure details: The reaction was conducted in the same manner as said (2) except that 1,3-dihydroxyadamantane-4-one was used instead of the 1-hydroxyadamantane-2-one, and, as a result, a 1-acryloyloxy-3-hydroxyadamantane-4-one (yield: 87%, white solid) was produced.